This data is from the Open Reaction Database (ORD), a public repository of structured organic reaction records. The task is: describe an organic reaction: reactants, conditions, products, and yield Reactants: ClCCl, O=[N+]([O-])c1ccc(O)nc1Nc1ccccc1OC(F)(F)F, CS(=O)(=O)Cl. The product is CS(=O)(=O)Oc1ccc([N+](=O)[O-])c(Nc2ccccc2OC(F)(F)F)n1. RXN SMILES: [Cl:28][CH2:29][Cl:30].[N+:1](=[O:2])([O-:3])[c:4]1[cH:5][cH:6][c:7]([OH:22])[n:8][c:9]1[NH:10][c:11]1[c:12]([O:17][C:18]([F:19])([F:20])[F:21])[cH:13][cH:14][cH:15][cH:16]1.[S:23](=[O:24])(=[O:25])([CH3:26])[Cl:27]>>[N+:1](=[O:2])([O-:3])[c:4]1[cH:5][cH:6][c:7]([O:22][S:23](=[O:24])(=[O:25])[CH3:26])[n:8][c:9]1[NH:10][c:11]1[c:12]([O:17][C:18]([F:19])([F:20])[F:21])[cH:13][cH:14][cH:15][cH:16]1.